From a dataset of the Open Reaction Database (ORD), a public repository of structured organic reaction records. describe an organic reaction: reactants, conditions, products, and yield Starting materials: C(C)(C)NC(C)C (diisopropylamine), C(CCC)[Li] (n-butyl lithium), C(C)(=O)OCC (ethyl acetate), C(C)(C)N(C(=O)C1=CC2=CC=C(C=C2C=C1)C(=O)C=1N=CN(C1)C(C1=CC=CC=C1)(C1=CC=CC=C1)C1=CC=CC=C1)C(C)C (N,N-diisopropyl-6-[(1-trityl-1H-imidazol-4-yl)carbonyl]-2-naphthamide). Solvent: C1CCOC1 (THF), O (Water), C1CCOC1 (THF). Run at temperature -70 celsius, time 10 minute. The product is OC1(CCN2C=NC=C21)C=2C=C1C=CC(=CC1=CC2)C(=O)NC (6-(7-hydroxy-6,7-dihydro-5H-pyrrolo[1,2-c]imidazol-7-yl)-N-methyl-2-naphthamide). Reaction SMILES: [CH:1](NC(C)C)([CH3:3])[CH3:2].[CH2:8]([Li])[CH2:9]CC.C(OCC)(=O)C.[CH:19]([N:22](C(C)C)[C:23]([C:25]1C=C[C:32]2[C:27](=C[CH:29]=[C:30]([C:35]([C:37]3[N:38]=[CH:39][N:40](C(C4C=CC=CC=4)(C4C=CC=CC=4)C4C=CC=CC=4)[CH:41]=3)=[O:36])[CH:31]=2)[CH:26]=1)=[O:24])(C)C>C1COCC1.O>[OH:36][C:35]1([C:30]2[CH:31]=[C:32]3[C:1](=[CH:3][CH:29]=2)[CH:2]=[C:25]([C:23]([NH:22][CH3:19])=[O:24])[CH:26]=[CH:27]3)[C:37]2[N:38]([CH:39]=[N:40][CH:41]=2)[CH2:9][CH2:8]1. Procedure details: Dry THF (600 ml) containing diisopropylamine (21.3 ml) was cooled to −70° C. and n-butyl lithium (1.6 M; 95.0 ml) was added dropwise. The mixture was stirred for 10 min and ethyl acetate (14.9 ml) was added dropwise. The mixture was stirred at the same temperature for 30 min. A solution of N,N-diisopropyl-6-[(1-trityl-1H-imidazol-4-yl)carbonyl]-2-naphthamide (60.0 g) in dry THF (150 ml) was added dropwise at −70° C. The mixture was stirred at the same temperature for 30 min and the reaction mixt... The product is C(C)(=O)O[C@H]1[C@H](SC2=CC(=CC=C2)[N+](=O)[O-])SC[C@H]([C@@H]1OC(C)=O)OC(C)=O (3-nitrophenyl 2,3,4-tri-O-acetyl-1,5-dithio-β-D-xylopyranoside). The yield is 26.9%. The reactants are [N+](=O)([O-])C=1C=C(C=CC1)S (3-nitrobenzenethiol), [Hg](C#N)C#N (Hg(CN)2), C(C)(=O)O[C@H]1[C@H](SC[C@H]([C@@H]1OC(C)=O)OC(C)=O)Br (2,3,4-tri-O-acetyl-5-thio-α-D-xylopyranosyl bromide). Reported procedure: If the procedure described in Preparation I is followed starting from 10 g (64.5.10-3 mol) of 3-nitrobenzenethiol, 16.29 g (64.5.10-3 mol) of mercuric cyanide (Hg(CN)2) and 25.2 g (70.9.10-3 mol) of 2,3,4-tri-O-acetyl-5-thio-α-D-xylopyranosyl bromide, 7.44 g (yield: 27%) of the expected product are obtained after purification by flash chromatography using a toluene/ethyl acetate mixture (9/1 v/v) as the eluent, followed by crystallization from ether. As a reaction SMILES: [N+:1]([C:4]1[CH:5]=[C:6]([SH:10])[CH:7]=[CH:8][CH:9]=1)([O-:3])=[O:2].[Hg](C#N)C#N.[C:16]([O:19][C@@H:20]1[C@@H:25]([O:26][C:27](=[O:29])[CH3:28])[C@H:24]([O:30][C:31](=[O:33])[CH3:32])[CH2:23][S:22][C@@H:21]1Br)(=[O:18])[CH3:17]>>[C:16]([O:19][C@@H:20]1[C@@H:25]([O:26][C:27](=[O:29])[CH3:28])[C@H:24]([O:30][C:31](=[O:33])[CH3:32])[CH2:23][S:22][C@H:21]1[S:10][C:6]1[CH:7]=[CH:8][CH:9]=[C:4]([N+:1]([O-:3])=[O:2])[CH:5]=1)(=[O:18])[CH3:17]. Starting materials: OB(O)O, O=N[O-], Nc1cccc2c(=O)[nH]ncc12, [Na+], O, O=S(=O)(O)O. Yields the product O=c1[nH]ncc2c(O)cccc12. RXN SMILES: [B:22]([OH:23])([OH:24])[OH:25].[N:18](=[O:19])[O-:20].[NH2:6][c:7]1[c:8]2[cH:9][n:10][nH:11][c:12](=[O:17])[c:13]2[cH:14][cH:15][cH:16]1.[Na+:21].[OH2:26].[S:1](=[O:2])(=[O:3])([OH:4])[OH:5]>>[c:7]1([OH:19])[c:8]2[cH:9][n:10][nH:11][c:12](=[O:17])[c:13]2[cH:14][cH:15][cH:16]1. Starting materials: CC#CCO, [Cl-], CC1CCCCC1Oc1cc(Cl)ncn1, [H-], [NH4+], [Na+], C1CCOC1. Yields the product CC#CCOc1cc(OC2CCCCC2C)ncn1. Reaction SMILES: [CH2:3]([C:4]#[C:5][CH3:6])[OH:7].[Cl-:23].[Cl:8][c:9]1[n:10][cH:11][n:12][c:13]([O:15][CH:16]2[CH:17]([CH3:22])[CH2:18][CH2:19][CH2:20][CH2:21]2)[cH:14]1.[H-:1].[NH4+:24].[Na+:2].[O:25]1[CH2:26][CH2:27][CH2:28][CH2:29]1>>[CH2:3]([C:4]#[C:5][CH3:6])[O:7][c:9]1[n:10][cH:11][n:12][c:13]([O:15][CH:16]2[CH:17]([CH3:22])[CH2:18][CH2:19][CH2:20][CH2:21]2)[cH:14]1. As a reaction SMILES: [CH2:1]([CH3:2])[O:3][C:4]([CH2:5][CH:6]1[c:7]2[c:8]([cH:12][c:13]([O:17][c:18]3[n:19][c:20]([Cl:23])[n:21][s:22]3)[cH:14][c:15]2[CH3:16])[B:9]([OH:11])[O:10]1)=[O:24].[CH2:28]1[O:29][CH2:30][CH2:31][CH2:32]1.[ClH:27].[Li+:26].[OH-:25].[OH2:33]>>[O:3]=[C:4]([CH2:5][CH:6]1[c:7]2[c:8]([cH:12][c:13]([O:17][c:18]3[n:19][c:20]([Cl:23])[n:21][s:22]3)[cH:14][c:15]2[CH3:16])[B:9]([OH:11])[O:10]1)[OH:24]. Reactants: CCOC(=O)CC1OB(O)c2cc(Oc3nc(Cl)ns3)cc(C)c21, C1CCOC1, Cl, [Li+], [OH-], O. The product is Cc1cc(Oc2nc(Cl)ns2)cc2c1C(CC(=O)O)OB2O.